From a dataset of the Open Reaction Database (ORD), a public repository of structured organic reaction records. describe an organic reaction: reactants, conditions, products, and yield The reactants are N,N,N′,N′-tetramethyl-O—(N-succimidyl)uronium tetrafluoroborate, C(=O)(C(F)(F)F)O (TFA), CNC(=O)C=1C=C(C=CN1)OC=2C=CC(=CC2)NC(=O)NC=3C=CC(=C(C3)C(F)(F)F)Cl (Sorafenib), C(C)(C)N(C(C)C)CC (N,N-diisopropylethylamine). Solvent: C(C)#N (acetonitrile), O (water), C(C)#N (acetonitrile). Yields the product ClC1=C(C=C(C=C1)NC(=O)NC1=CC=C(C=C1)OC1=CC(=NC=C1)C(NCCO)=O)C(F)(F)F (N-(4-Chloro-3-(trifluoromethyl)phenyl)-((4-(2-(N-hydroxyethyl-carbamoyl)(4-pyridyloxy))phenyl)amino)carboxamide). As a reaction SMILES: [CH3:1][NH:2][C:3]([C:5]1[CH:6]=[C:7]([O:11][C:12]2[CH:13]=[CH:14][C:15]([NH:18][C:19]([NH:21][C:22]3[CH:23]=[CH:24][C:25]([Cl:32])=[C:26]([C:28]([F:31])([F:30])[F:29])[CH:27]=3)=[O:20])=[CH:16][CH:17]=2)[CH:8]=[CH:9][N:10]=1)=[O:4].C(N(CC)C(C)C)(C)C.[C:42](O)(C(F)(F)F)=[O:43]>C(#N)C.O>[Cl:32][C:25]1[CH:24]=[CH:23][C:22]([NH:21][C:19]([NH:18][C:15]2[CH:16]=[CH:17][C:12]([O:11][C:7]3[CH:8]=[CH:9][N:10]=[C:5]([C:3](=[O:4])[NH:2][CH2:1][CH2:42][OH:43])[CH:6]=3)=[CH:13][CH:14]=2)=[O:20])=[CH:27][C:26]=1[C:28]([F:31])([F:29])[F:30]. Procedure: Sorafenib derivative S-6: S-5 (180 mg; 0.30 mmol) was dissolved in acetonitrile (3 ml), and a solution of N,N,N′,N′-tetramethyl-O—(N-succimidyl)uronium tetrafluoroborate (TSTU) (99 mg; 0.32 mmol) in acetonitrile (3 ml) was added, and N,N-diisopropylethylamine (67 μl; 0.37 mmol) was added. HPLC shows complete reaction after 10 min. 0.1% TFA in water (2 ml) is added, and the mixture is purified preparatively HLPC. S-6 is obtained as “off-white” solid substance (163 mg; 0.24 mmol; 78%). MS: M+H=692... Starting materials: CS(=O)(=O)c1nc2ccccc2[nH]1, [H-], CI, [Na+], CN(C)C=O. Product: Cn1c(S(C)(=O)=O)nc2ccccc21. RXN SMILES: [CH3:1][S:2](=[O:3])(=[O:4])[c:5]1[n:6][c:7]2[c:8]([nH:9]1)[cH:10][cH:11][cH:12][cH:13]2.[H-:15].[I:16][CH3:17].[Na+:14].[O:18]=[CH:19][N:20]([CH3:21])[CH3:22]>>[CH3:1][S:2](=[O:3])(=[O:4])[c:5]1[n:6]([CH3:17])[c:7]2[c:8]([n:9]1)[cH:10][cH:11][cH:12][cH:13]2. Reactants: CCO, COc1ccc(-c2ccc(C(=O)OCc3ccccc3)nc2C)cc1-c1ccc(C(F)(F)F)cc1CN1C(=O)OC(c2cc(C(F)(F)F)cc(C(F)(F)F)c2)C1C. The product is COc1ccc(-c2ccc(C(=O)O)nc2C)cc1-c1ccc(C(F)(F)F)cc1CN1C(=O)OC(c2cc(C(F)(F)F)cc(C(F)(F)F)c2)C1C. RXN SMILES: [CH3:58][CH2:59][OH:60].[F:1][C:2]([c:3]1[cH:4][c:5]([CH:13]2[CH:14]([CH3:55])[N:15]([CH2:19][c:20]3[c:21](-[c:30]4[cH:31][c:32](-[c:38]5[cH:39][cH:40][c:41]([C:45](=[O:46])[O:47][CH2:48][c:49]6[cH:50][cH:51][cH:52][cH:53][cH:54]6)[n:42][c:43]5[CH3:44])[cH:33][cH:34][c:35]4[O:36][CH3:37])[cH:22][cH:23][c:24]([C:26]([F:27])([F:28])[F:29])[cH:25]3)[C:16](=[O:18])[O:17]2)[cH:6][c:7]([C:9]([F:10])([F:11])[F:12])[cH:8]1)([F:56])[F:57]>>[F:1][C:2]([c:3]1[cH:4][c:5]([CH:13]2[CH:14]([CH3:55])[N:15]([CH2:19][c:20]3[c:21](-[c:30]4[cH:31][c:32](-[c:38]5[cH:39][cH:40][c:41]([C:45](=[O:46])[OH:47])[n:42][c:43]5[CH3:44])[cH:33][cH:34][c:35]4[O:36][CH3:37])[cH:22][cH:23][c:24]([C:26]([F:27])([F:28])[F:29])[cH:25]3)[C:16](=[O:18])[O:17]2)[cH:6][c:7]([C:9]([F:10])([F:11])[F:12])[cH:8]1)([F:56])[F:57]. The reactants are C(C)(C)(C)OC(C(CC1=CC=C(C=C1)C#N)C1CCCCC1)=O (3-(4-cyanophenyl)-2-(R,S)-cyclohexyl-propionic acid t-butyl ester), FC(C(=O)O)(F)F (trifluoroacetic acid). Solvent: ClCCl (dichloromethane). Reaction conditions: time 69 hour. Product: C(#N)C1=CC=C(C=C1)CC(C(=O)O)C1CCCCC1 (3-(4-Cyano-phenyl)-2-(R,S)-cyclohexyl-propionic acid). The yield is 101.3%. As a reaction SMILES: C([O:5][C:6](=[O:23])[CH:7]([CH:17]1[CH2:22][CH2:21][CH2:20][CH2:19][CH2:18]1)[CH2:8][C:9]1[CH:14]=[CH:13][C:12]([C:15]#[N:16])=[CH:11][CH:10]=1)(C)(C)C.FC(F)(F)C(O)=O>ClCCl>[C:15]([C:12]1[CH:11]=[CH:10][C:9]([CH2:8][CH:7]([CH:17]2[CH2:22][CH2:21][CH2:20][CH2:19][CH2:18]2)[C:6]([OH:23])=[O:5])=[CH:14][CH:13]=1)#[N:16]. Procedure: To a solution of 3-(4-cyanophenyl)-2-(R,S)-cyclohexyl-propionic acid t-butyl ester (8.2 g, 26.2 mmol) in dichloromethane (70 ml) was added trifluoroacetic acid (14.1 ml, 183.0 mmol) with stirring at room temperature. A gentle gas evolution ensued. After 69 h, solvent and excess trifluoroacetic acid were evaporated under reduced pressure. The solid was taken up in ethyl acetate and washed with water and brine, then dried (magnesium sulfate), filtered, and evaporated to dryness. The crude product ... Reactants: CC(=O)O, CN1CCCC1=O, Cl, COC(=O)c1cc(Oc2cnc(C(=O)N(C)C)cn2)cc(OC(C)COC(F)F)c1, [Na+], [OH-], O. Product: CC(COC(F)F)Oc1cc(Oc2cnc(C(=O)N(C)C)cn2)cc(C(=O)O)c1. RXN SMILES: [CH3:33][C:34](=[O:35])[OH:36].[CH3:39][N:40]1[CH2:41][CH2:42][CH2:43][C:44]1=[O:45].[ClH:37].[F:1][CH:2]([O:3][CH2:4][CH:5]([CH3:6])[O:7][c:8]1[cH:9][c:10]([C:11](=[O:12])[O:13][CH3:14])[cH:15][c:16]([O:18][c:19]2[n:20][cH:21][c:22]([C:25]([N:26]([CH3:27])[CH3:28])=[O:29])[n:23][cH:24]2)[cH:17]1)[F:30].[Na+:32].[OH-:31].[OH2:38]>>[F:1][CH:2]([O:3][CH2:4][CH:5]([CH3:6])[O:7][c:8]1[cH:9][c:10]([C:11](=[O:12])[OH:13])[cH:15][c:16]([O:18][c:19]2[n:20][cH:21][c:22]([C:25]([N:26]([CH3:27])[CH3:28])=[O:29])[n:23][cH:24]2)[cH:17]1)[F:30]. Reactants: [N+](=O)([O-])C1=CC=C(C=C1)OC(C1=C(C=C(C(=C1)OC)OC)O)=O (2-hydroxy-4,5-dimethoxybenzoic acid 4-nitrophenyl ester), COC(=O)C=1N=C(SC1)N (2-amino-1,3-thiazole-4-carboxylic acid methyl ester), CO (methanol). Run in C=1(C(=CC=CC1)C)C (xylene). Reaction conditions: temperature 130 celsius, time 12 hour. Product: COC(=O)C=1N=C(SC1)NCC1=C(C=C(C(=C1)OC)OC)O (2-[(2-hydroxy-4,5-dimethoxybenzyl)amino]-1,3-thiazole-4-carboxylic acid methyl ester). The yield is 88.6%. Reaction SMILES: [N+](C1C=CC(O[C:11](=O)[C:12]2[CH:17]=[C:16]([O:18][CH3:19])[C:15]([O:20][CH3:21])=[CH:14][C:13]=2[OH:22])=CC=1)([O-])=O.[CH3:24][O:25][C:26]([C:28]1[N:29]=[C:30]([NH2:33])[S:31][CH:32]=1)=[O:27].CO>C1(C)C(C)=CC=CC=1>[CH3:24][O:25][C:26]([C:28]1[N:29]=[C:30]([NH:33][CH2:11][C:12]2[CH:17]=[C:16]([O:18][CH3:19])[C:15]([O:20][CH3:21])=[CH:14][C:13]=2[OH:22])[S:31][CH:32]=1)=[O:27]. Reported procedure: In 1 mL of xylene were suspended 200 mg of 2-hydroxy-4,5-dimethoxybenzoic acid 4-nitrophenyl ester and 119 mg of 2-amino-1,3-thiazole-4-carboxylic acid methyl ester in a stream of argon, which was then stirred at 130° C. for 12 hours. The reaction mixture was allowed to stand to cool, to which 1 mL of methanol was then added, followed by heating to reflux for one hour. The resultant reaction mixture was allowed to stand to cool, followed by collecting the precipitated crystal by filtration at 30... Reactants: O=C1CCCC(=O)C1, CCOC(C)=O, CO, ClCCCc1ccccc1CCl, [K+], [OH-]. Product: O=C1CCCC(=O)C1Cc1ccccc1CCCCl. RXN SMILES: [C:13]1(=[O:20])[CH2:14][C:15](=[O:19])[CH2:16][CH2:17][CH2:18]1.[CH3:23][CH2:24][O:25][C:26](=[O:27])[CH3:28].[CH3:29][OH:30].[Cl:1][CH2:2][CH2:3][CH2:4][c:5]1[c:6]([CH2:7][Cl:8])[cH:9][cH:10][cH:11][cH:12]1.[K+:22].[OH-:21]>>[Cl:1][CH2:2][CH2:3][CH2:4][c:5]1[c:6]([CH2:7][CH:14]2[C:13](=[O:20])[CH2:18][CH2:17][CH2:16][C:15]2=[O:19])[cH:9][cH:10][cH:11][cH:12]1. Reactants: NC=1SC(=CC1C(=O)OCC)CCC (Ethyl 2-amino-5-n-propyl-thiophene-3-carboxylate), Formula 2, C(C)(=O)[O-].[NH4+] (ammonium acetate), C(=O)O (formic acid). Run in O (water). Conditions: temperature 137.5 celsius, time 7 hour. Product: C(=O)NC=1SC(=CC1C(=O)OCC)CCC (Ethyl 2-formylamino-5-propyl-thiophene-3-carboxylate). The yield is 95.0%. As a reaction SMILES: [NH2:1][C:2]1[S:3][C:4]([CH2:12][CH2:13][CH3:14])=[CH:5][C:6]=1[C:7]([O:9][CH2:10][CH3:11])=[O:8].[C:15]([O-])(=[O:17])C.[NH4+].C(O)=O>O>[CH:15]([NH:1][C:2]1[S:3][C:4]([CH2:12][CH2:13][CH3:14])=[CH:5][C:6]=1[C:7]([O:9][CH2:10][CH3:11])=[O:8])=[O:17] |f:1.2|. Procedure details: A mixture of compound 2c [Formula 2 wherein R1=COOEt, R2=H and R3=Pr] (5.0 g, 0.023 mol), ammonium acetate (1.80 g, 0.023 mol) and formic acid (17.70 mL, 0.469 mol) was stirred at 135-140° C. for 7 h, cooled to room temperature, diluted with water (250 mL), extracted with ethyl acetate (3×150 mL), dried over Na2SO4, concentrated and purified by column chromatography to give pure compound of Formula (3c); 5.27 g; Yield: 95%; 1H NMR (200 MHz, CDCl3): δ 0.96 (t, J=7 Hz, 3H), 1.38 (t, J=7 Hz, 3H), 1... Reactants: N1=C(OC2=NC=CC=C21)C=2C(=NC=C(C2)C=2C=NN(C2)C2CCNCC2)N (3-Oxazolo[5,4-b]pyridin-2-yl-5-[1-(4-piperidyl)pyrazol-4-yl]pyridin-2-amine), CC1(OB(OC1(C)C)C1=CC=C(C=C1)O)C (4-(4,4,5,5-tetramethyl-1,3,2-dioxaborolan-2-yl)phenol), [F-].[Cs+] (caesium fluoride). Reagents/catalysts: [Pd](Cl)Cl.C1(=CC=CC=C1)P(C1=CC=CC=C1)C1=CC=CC=C1.C1(=CC=CC=C1)P(C1=CC=CC=C1)C1=CC=CC=C1 (bis(triphenylphosphine) palladium(II) chloride). Solvent: CO (methanol). Run at temperature 120 celsius, time 30 minute. Product: NC1=C(C=C(C=N1)C1=CC=C(C=C1)O)C=1OC2=NC=CC=C2N1 (4-(6-amino-5-oxazolo[5,4-b]pyridin-2-yl-3-pyridyl)phenol). Isolated yield 1460.8%. As a reaction SMILES: [N:1]1[C:9]2[C:4](=[N:5][CH:6]=[CH:7][CH:8]=2)[O:3][C:2]=1[C:10]1[C:11]([NH2:27])=[N:12][CH:13]=[C:14]([C:16]2[CH:17]=NN(C3CCNCC3)[CH:20]=2)[CH:15]=1.[CH3:28][C:29]1(C)[C:33](C)(C)OB(C2C=CC(O)=CC=2)[O:30]1.[F-].[Cs+]>CO.[Pd](Cl)Cl.C1(P(C2C=CC=CC=2)C2C=CC=CC=2)C=CC=CC=1.C1(P(C2C=CC=CC=2)C2C=CC=CC=2)C=CC=CC=1>[NH2:27][C:11]1[N:12]=[CH:13][C:14]([C:16]2[CH:20]=[CH:33][C:29]([OH:30])=[CH:28][CH:17]=2)=[CH:15][C:10]=1[C:2]1[O:3][C:4]2[C:9]([N:1]=1)=[CH:8][CH:7]=[CH:6][N:5]=2 |f:2.3,5.6.7|. Procedure: A mixture of 5-bromo-3-oxazolo[5,4-b]pyridin-2-yl-pyridin-2-amine (1 g, Example 9 starting material), 4-(4,4,5,5-tetramethyl-1,3,2-dioxaborolan-2-yl)phenol (0.794 g), bis(triphenylphosphine) palladium(II) chloride (0.121 g) and caesium fluoride (1.56 g) in methanol (17 ml) was heated at 120° C. for 20 min in a microwave oven. The reaction was repeated and the reaction mixtures were combined. The resulting mixture was concentrated, then diluted with water (400 ml) and stirred for 30 min. The resu... Starting materials: CCN(CC)CCOc1ccc(NC(C)=O)cc1[N+](=O)[O-], Cl, N. The product is CCN(CC)CCOc1ccc(N)cc1[N+](=O)[O-]. RXN SMILES: [CH2:1]([CH3:2])[N:3]([CH2:4][CH2:5][O:6][c:7]1[c:8]([N+:17](=[O:18])[O-:19])[cH:9][c:10]([NH:13][C:14](=[O:15])[CH3:16])[cH:11][cH:12]1)[CH2:20][CH3:21].[ClH:23].[NH3:22]>>[CH2:1]([CH3:2])[N:3]([CH2:4][CH2:5][O:6][c:7]1[c:8]([N+:17](=[O:18])[O-:19])[cH:9][c:10]([NH2:13])[cH:11][cH:12]1)[CH2:20][CH3:21].